Dataset: the Open Reaction Database (ORD), a public repository of structured organic reaction records. Task: describe an organic reaction: reactants, conditions, products, and yield Starting materials: COC(=O)CBr, C[O-], CN(C)C=O, CCO, Cc1ccccc1, O=C1CN=C(c2ccccc2)c2cc(Cl)ccc2N1, [Na+]. The product is COC(=O)CN1C(=O)CN=C(c2ccccc2)c2cc(Cl)ccc21. As a reaction SMILES: [Br:28][CH2:29][C:30](=[O:31])[O:32][CH3:33].[CH3:1][O-:2].[CH3:23][N:24]([CH3:25])[CH:26]=[O:27].[CH3:34][CH2:35][OH:36].[CH3:37][c:38]1[cH:39][cH:40][cH:41][cH:42][cH:43]1.[Cl:4][c:5]1[cH:6][cH:7][c:8]2[c:9]([cH:22]1)[C:10]([c:16]1[cH:17][cH:18][cH:19][cH:20][cH:21]1)=[N:11][CH2:12][C:13](=[O:15])[NH:14]2.[Na+:3]>>[Cl:4][c:5]1[cH:6][cH:7][c:8]2[c:9]([cH:22]1)[C:10]([c:16]1[cH:17][cH:18][cH:19][cH:20][cH:21]1)=[N:11][CH2:12][C:13](=[O:15])[N:14]2[CH2:29][C:30](=[O:31])[O:32][CH3:33]. The reactants are N(N)C(C[C@H]1CN(CC1)C(=O)OC(C)(C)C)=O (1,1-dimethylethyl (3S)-3-(2-hydrazino-2-oxoethyl)-1-pyrrolidinecarboxylate), BrC1=CC(=C(C=C1)N=C=O)F (4-bromo-2-fluoro-1-isocyanatobenzene). Solvent: ClCCl (dichloromethane). Product: BrC1=CC(=C(C=C1)NC(=O)NNC(C[C@H]1CN(CC1)C(=O)OC(C)(C)C)=O)F (1,1-dimethylethyl (3S)-3-[2-(2-{[(4-bromo-2-fluorophenyl)amino]carbonyl}hydrazino)-2-oxoethyl]-1-pyrrolidinecarboxylate). As a reaction SMILES: [NH:1]([C:3](=[O:17])[CH2:4][C@@H:5]1[CH2:9][CH2:8][N:7]([C:10]([O:12][C:13]([CH3:16])([CH3:15])[CH3:14])=[O:11])[CH2:6]1)[NH2:2].[Br:18][C:19]1[CH:24]=[CH:23][C:22]([N:25]=[C:26]=[O:27])=[C:21]([F:28])[CH:20]=1>ClCCl>[Br:18][C:19]1[CH:24]=[CH:23][C:22]([NH:25][C:26]([NH:2][NH:1][C:3](=[O:17])[CH2:4][C@@H:5]2[CH2:9][CH2:8][N:7]([C:10]([O:12][C:13]([CH3:14])([CH3:16])[CH3:15])=[O:11])[CH2:6]2)=[O:27])=[C:21]([F:28])[CH:20]=1. Procedure details: A solution of 1,1-dimethylethyl (3S)-3-(2-hydrazino-2-oxoethyl)-1-pyrrolidinecarboxylate (6.58 mmol) in dichloromethane (15 mL) was cooled to 0° C. and was treated drop-wise with 4-bromo-2-fluoro-1-isocyanatobenzene (6.58 mmol). The reaction was allowed to warm to room temperature, and after ˜30 min a white solid had formed. The reaction contents were concentrated to dryness in vacuo. No further purification was carried out on the resulting white solid (3.01 grams, 100%). MS(ES)+ m/e 459/461 [M+... Reactants: OCCCBr, O=C([O-])[O-], CCOC(=O)c1cnc(C(=O)c2cccc(OC(C)C)c2)c2cc(OC)c(O)cc12, CN(C)C=O, [K+], [K+]. Product: CCOC(=O)c1cnc(C(=O)c2cccc(OC(C)C)c2)c2cc(OC)c(OCCCO)cc12. Reaction SMILES: [Br:37][CH2:38][CH2:39][CH2:40][OH:41].[C:31](=[O:32])([O-:33])[O-:34].[CH2:1]([CH3:2])[O:3][C:4](=[O:5])[c:6]1[cH:7][n:8][c:9]([C:19]([c:20]2[cH:21][c:22]([O:26][CH:27]([CH3:28])[CH3:29])[cH:23][cH:24][cH:25]2)=[O:30])[c:10]2[cH:11][c:12]([O:17][CH3:18])[c:13]([OH:16])[cH:14][c:15]12.[CH3:42][N:43]([CH3:44])[CH:45]=[O:46].[K+:35].[K+:36]>>[CH2:1]([CH3:2])[O:3][C:4](=[O:5])[c:6]1[cH:7][n:8][c:9]([C:19]([c:20]2[cH:21][c:22]([O:26][CH:27]([CH3:28])[CH3:29])[cH:23][cH:24][cH:25]2)=[O:30])[c:10]2[cH:11][c:12]([O:17][CH3:18])[c:13]([O:16][CH2:38][CH2:39][CH2:40][OH:41])[cH:14][c:15]12. The reactants are COC(=O)c1cc(Br)oc1C, COc1ccc(B(O)O)cc1, COCCOC, [Na+], [Na+], O=C([O-])[O-], O, c1ccc(P(c2ccccc2)(c2ccccc2)[Pd](P(c2ccccc2)(c2ccccc2)c2ccccc2)(P(c2ccccc2)(c2ccccc2)c2ccccc2)P(c2ccccc2)(c2ccccc2)c2ccccc2)cc1. Product: COC(=O)c1cc(-c2ccc(OC)cc2)oc1C. As a reaction SMILES: [Br:1][c:2]1[cH:3][c:4]([C:8](=[O:9])[O:10][CH3:11])[c:5]([CH3:7])[o:6]1.[CH3:12][O:13][c:14]1[cH:15][cH:16][c:17]([B:20]([OH:21])[OH:22])[cH:18][cH:19]1.[CH3:29][O:30][CH2:31][CH2:32][O:33][CH3:34].[Na+:23].[Na+:24].[O-:25][C:26](=[O:27])[O-:28].[OH2:112].[cH:35]1[cH:36][cH:37][c:38]([P:39]([Pd:40]([P:41]([c:42]2[cH:43][cH:44][cH:45][cH:46][cH:47]2)([c:48]2[cH:49][cH:50][cH:51][cH:52][cH:53]2)[c:54]2[cH:55][cH:56][cH:57][cH:58][cH:59]2)([P:60]([c:61]2[cH:62][cH:63][cH:64][cH:65][cH:66]2)([c:67]2[cH:68][cH:69][cH:70][cH:71][cH:72]2)[c:73]2[cH:74][cH:75][cH:76][cH:77][cH:78]2)[P:79]([c:80]2[cH:81][cH:82][cH:83][cH:84][cH:85]2)([c:86]2[cH:87][cH:88][cH:89][cH:90][cH:91]2)[c:92]2[cH:93][cH:94][cH:95][cH:96][cH:97]2)([c:98]2[cH:99][cH:100][cH:101][cH:102][cH:103]2)[c:104]2[cH:105][cH:106][cH:107][cH:108][cH:109]2)[cH:110][cH:111]1>>[c:2]1(-[c:17]2[cH:16][cH:15][c:14]([O:13][CH3:12])[cH:19][cH:18]2)[cH:3][c:4]([C:8](=[O:9])[O:10][CH3:11])[c:5]([CH3:7])[o:6]1. As a reaction SMILES: [F:1][C:2]([F:7])([F:6])[C:3]([OH:5])=[O:4].OC1C(O)=CC=CC=1C(NN)=O.CN([Si:28]([CH3:31])([CH3:30])[CH3:29])C(=O)C(F)(F)F>C(#N)C>[F:1][C:2]([F:7])([F:6])[C:3]([O:5][Si:28]([CH3:31])([CH3:30])[CH3:29])=[O:4] |f:0.1|. Reaction conditions: temperature 40 celsius, time 1 hour. Run in C(C)#N (acetonitrile). Starting materials: FC(C(=O)O)(F)F.OC1=C(C(=O)NN)C=CC=C1O ((2,3-Dihydroxybenzoyl)hydrazine, trifluoroacetate salt), CN(C(C(F)(F)F)=O)[Si](C)(C)C (N-methyl-N-(trimethylsilyl)trifluoroacetamide). Procedure: (2,3-Dihydroxybenzoyl)hydrazine, trifluoroacetate salt (2.82 g) was suspended in 50 ml of acetonitrile and 13.5 g of N-methyl-N-(trimethylsilyl)trifluoroacetamide were added. After stirring for one hour at 40° C., the solvent and trifluoroacetic acid, trimethylsilyl ester formed were distilled off in vacuo. The remaining oil was dissolved again in 50 ml of dried acetonitrile, cooled to 0° C. and added dropwise to a solution of 3.48 g of an adduct of chlorosulfonylisocyanate and (S)-(2-oxo-3-azet... The product is FC(C(=O)O[Si](C)(C)C)(F)F (trifluoroacetic acid, trimethylsilyl ester). Reactants: CCO, COC(=O)c1ccccc1OCCN1CCC(c2c[nH]c3ccccc23)CC1, [Na+], [OH-], O. Yields the product O=C(O)c1ccccc1OCCN1CCC(c2c[nH]c3ccccc23)CC1. Reaction SMILES: [CH3:32][CH2:33][OH:34].[CH3:3][O:4][C:5]([c:6]1[c:7]([O:12][CH2:13][CH2:14][N:15]2[CH2:16][CH2:17][CH:18]([c:21]3[cH:22][nH:23][c:24]4[cH:25][cH:26][cH:27][cH:28][c:29]34)[CH2:19][CH2:20]2)[cH:8][cH:9][cH:10][cH:11]1)=[O:30].[Na+:2].[OH-:1].[OH2:31]>>[O:4]=[C:5]([c:6]1[c:7]([O:12][CH2:13][CH2:14][N:15]2[CH2:16][CH2:17][CH:18]([c:21]3[cH:22][nH:23][c:24]4[cH:25][cH:26][cH:27][cH:28][c:29]34)[CH2:19][CH2:20]2)[cH:8][cH:9][cH:10][cH:11]1)[OH:30].